From a dataset of the Open Reaction Database (ORD), a public repository of structured organic reaction records. describe an organic reaction: reactants, conditions, products, and yield Starting materials: CN([SiH](C)C)[Si](C)(C)C, CS(C)=O, Cc1nc(-c2nc3c(s2)CCOc2cc(B4OC(C)(C)C(C)(C)O4)ccc2-3)n(C(C)C)n1, Cl, IC1COC1, NC1CCCCC1O, [Na], I[Ni]I. Yields the product Cc1nc(-c2nc3c(s2)CCOc2cc(C4COC4)ccc2-3)n(C(C)C)n1. Reaction SMILES: [CH3:47][SiH:48]([CH3:49])[N:50]([CH3:51])[Si:52]([CH3:53])([CH3:54])[CH3:55].[CH3:60][S:61]([CH3:62])=[O:63].[CH:1]([CH3:2])([CH3:3])[n:4]1[n:5][c:6]([CH3:32])[n:7][c:8]1-[c:9]1[s:10][c:11]2[c:17]([n:18]1)-[c:16]1[c:15]([cH:22][c:21]([B:23]3[O:24][C:25]([CH3:26])([CH3:27])[C:28]([CH3:29])([CH3:30])[O:31]3)[cH:20][cH:19]1)[O:14][CH2:13][CH2:12]2.[ClH:38].[I:33][CH:34]1[CH2:35][O:36][CH2:37]1.[NH2:39][CH:40]1[CH2:41][CH2:42][CH2:43][CH2:44][CH:45]1[OH:46].[Na:56].[Ni:57]([I:58])[I:59]>>[CH:1]([CH3:2])([CH3:3])[n:4]1[n:5][c:6]([CH3:32])[n:7][c:8]1-[c:9]1[s:10][c:11]2[c:17]([n:18]1)-[c:16]1[c:15]([cH:22][c:21]([CH:34]3[CH2:35][O:36][CH2:37]3)[cH:20][cH:19]1)[O:14][CH2:13][CH2:12]2. The reactants are [Br-].FC=1C=2CC3CCC(CC2C=CC1)C3=[N+]3CCCC3 (1-(4-Fluoro-tricyclo[8.2.1.03,8]trideca-3(8),4,6-trien-13-ylidene)-pyrrolidinium bromide), Cl.NO (hydroxylamine hydrochloride), O.O.O.C(C)(=O)[O-].[Na+] (sodium acetate trihydrate), C(C)O.O (ethanol water). The solvent is O (Water). Reaction conditions: time 18 hour. The product is FC=1C=2CC3CCC(CC2C=CC1)C3=NO (4-Fluoro-tricyclo[8.2.1.03,8]trideca-3(8),4,6-trien-13-one oxime). Reaction SMILES: [Br-].[F:2][C:3]1[C:4]2[CH2:5][CH:6]3[C:15](=[N+:16]4CCCC4)[CH:9]([CH2:10][C:11]=2[CH:12]=[CH:13][CH:14]=1)[CH2:8][CH2:7]3.Cl.NO.O.O.O.C([O-])(=[O:29])C.[Na+].C(O)C.O>O>[F:2][C:3]1[C:4]2[CH2:5][CH:6]3[C:15](=[N:16][OH:29])[CH:9]([CH2:10][C:11]=2[CH:12]=[CH:13][CH:14]=1)[CH2:8][CH2:7]3 |f:0.1,2.3,4.5.6.7.8,9.10|. Procedure details: The product from Step 2 (1.02 g, 3.02 mmol), hydroxylamine hydrochloride (624 mg, 9.05 mmol) and sodium acetate trihydrate (1.23 g, 9.05 mmol) in 2:1 ethanol-water (12 ml) were heated to reflux and allowed to cool to room temperature, then stirred for 18 hours at this temperature. Water (10 ml) was added and the mixture filtered. The white solid was washed with water and dried under vacuum. 590 mg (89%). m/z 220 (M+H+). Reactants: ClC1=C(ON)C=C(C=C1)Cl (2,5-dichlorophenoxyamine), C(C=C)N=C=O (allyl isocyanate). Run in C1(=CC=CC=C1)C (toluene). Run at time 12 hour. Yields the product C(C=C)NC(=O)NOC1=C(C=CC(=C1)Cl)Cl (1-Allyl-3-(2,5-dichlorophenoxy) urea), crystals. The yield is 51.0%. Reaction SMILES: [Cl:1][C:2]1[CH:9]=[CH:8][C:7]([Cl:10])=[CH:6][C:3]=1[O:4][NH2:5].[CH2:11]([N:14]=[C:15]=[O:16])[CH:12]=[CH2:13]>C1(C)C=CC=CC=1>[CH2:11]([NH:14][C:15]([NH:5][O:4][C:3]1[CH:6]=[C:7]([Cl:10])[CH:8]=[CH:9][C:2]=1[Cl:1])=[O:16])[CH:12]=[CH2:13]. Procedure details: 5.34 g (30.0 mmoles) of 2,5-dichlorophenoxyamine was dissolved in 50 ml of toluene, and then 2.74 g (33.0 mmoles) of allyl isocyanate was added. The mixture was stirred at a temperature of from 25° to 30° C. for 12 hours. The crystals precipitated in the reaction solution were collected by filtration and washed with hexane, whereby, 3.96 g of the desired product was obtained as light yellow crystals (yield: 51%). Starting materials: COC1=C(C=CC(=C1)CNCCCNCCCCNCCCNCC2=CC(=C(C=C2)O)OC)O.NC=1C=C(C=CC1)C1CN2C(S1)=NCC2 (dl-6 (m-Aminophenyl)-2,3,5,6-tetrahydroimidazo[2,1-b]thiazole), [OH-].[Na+] (sodium hydroxide), Cl (hydrochloric acid), ice water, ClC1=NC=C(C(=O)Cl)C=C1 (6-chloronicotinoyl chloride). Solvent: C(Cl)Cl (methylene chloride), CO (methanol). Reaction conditions: time 8 hour. Yields the product COC1=C(C=CC(=C1)CNCCCNCCCCNCCCNCC2=CC(=C(C=C2)O)OC)O.ClC1=NC=C(C(=O)NC=2C=C(C=CC2)C2CN3C(S2)=NCC3)C=C1 (dl-6 {m-(6-Chloronicotinoylamino)phenyl}-2,3,5,6-tetrahydroimidazo [2,1-b]thiazole). Reaction SMILES: [CH3:1][O:2][C:3]1[CH:8]=[C:7]([CH2:9][NH:10][CH2:11][CH2:12][CH2:13][NH:14][CH2:15][CH2:16][CH2:17][CH2:18][NH:19][CH2:20][CH2:21][CH2:22][NH:23][CH2:24][C:25]2[CH:30]=[CH:29][C:28]([OH:31])=[C:27]([O:32][CH3:33])[CH:26]=2)[CH:6]=[CH:5][C:4]=1[OH:34].[NH2:35][C:36]1[CH:37]=[C:38]([CH:42]2[S:46][C:45]3=[N:47][CH2:48][CH2:49][N:44]3[CH2:43]2)[CH:39]=[CH:40][CH:41]=1.Cl.[Cl:51][C:52]1[CH:60]=[CH:59][C:55]([C:56](Cl)=[O:57])=[CH:54][N:53]=1.[OH-].[Na+]>CO.C(Cl)Cl>[CH3:33][O:32][C:27]1[CH:26]=[C:25]([CH2:24][NH:23][CH2:22][CH2:21][CH2:20][NH:19][CH2:18][CH2:17][CH2:16][CH2:15][NH:14][CH2:13][CH2:12][CH2:11][NH:10][CH2:9][C:7]2[CH:6]=[CH:5][C:4]([OH:34])=[C:3]([O:2][CH3:1])[CH:8]=2)[CH:30]=[CH:29][C:28]=1[OH:31].[Cl:51][C:52]1[CH:60]=[CH:59][C:55]([C:56]([NH:35][C:36]2[CH:37]=[C:38]([CH:42]3[S:46][C:45]4=[N:47][CH2:48][CH2:49][N:44]4[CH2:43]3)[CH:39]=[CH:40][CH:41]=2)=[O:57])=[CH:54][N:53]=1 |f:0.1,4.5,8.9|. Procedure: dl-6-(m-Aminophenyl)-2,3,5,6-tetrahydroimidazo[2,1-b]thiazole (dl-m-aminotetramisole) (42 g) was dissolved with stirring in aqueous methanol (200 ml methanol/50 ml water), and the pH was adjusted to 5 with 2N hydrochloric acid. The mixture was then cooled in an ice/water mixture and 6-chloronicotinoyl chloride (67 g--prepared as in Part A above) was added. The resulting mixture was stirred at room temperature overnight. The mixture was then diluted with methylene chloride (about 500 ml), and pH ... Starting materials: [H-].[Na+] (Sodium hydride), OC=1C=C(C=C(C1)C)OS(=O)(=O)C1=C(C=CC=C1)Cl (2-chlorobenzenesulfonic acid 3-hydroxy-5-methylphenyl ester), BrCCCCCC#N (6-bromohexanenitrile). The solvent is CN(C=O)C (N,N-dimethylformamide). Conditions: time 5 minute. The product is C(#N)CCCCCOC=1C=C(C=C(C1)C)OS(=O)(=O)C1=C(C=CC=C1)Cl (2-Chlorobenzenesulfonic Acid 3-[5-cyanopentyloxy]-5-methylphenyl Ester). Yield: 74.2%. Reaction SMILES: [H-].[Na+].[OH:3][C:4]1[CH:5]=[C:6]([O:11][S:12]([C:15]2[CH:20]=[CH:19][CH:18]=[CH:17][C:16]=2[Cl:21])(=[O:14])=[O:13])[CH:7]=[C:8]([CH3:10])[CH:9]=1.Br[CH2:23][CH2:24][CH2:25][CH2:26][CH2:27][C:28]#[N:29]>CN(C)C=O>[C:28]([CH2:27][CH2:26][CH2:25][CH2:24][CH2:23][O:3][C:4]1[CH:5]=[C:6]([O:11][S:12]([C:15]2[CH:20]=[CH:19][CH:18]=[CH:17][C:16]=2[Cl:21])(=[O:14])=[O:13])[CH:7]=[C:8]([CH3:10])[CH:9]=1)#[N:29] |f:0.1|. Procedure: Sodium hydride (24 mg, 1 mmol; 100%) was added to solution of 250 mg (0.855 mmol) of 2-chlorobenzenesulfonic acid 3-hydroxy-5-methylphenyl ester, as prepared in step (c) of Example 1, in 2 mL of N,N-dimethylformamide. After 5 min, 130 μL (0.93 mmol) of 6-bromohexanenitrile was added to the reaction mixture. The reaction mixture was stirred for 2 h at ambient temperature, quenched with brine (50 mL), extracted into diethyl ether (50 mL), washed with water (3×10 mL), dried (MgSO4), and concentrate...